The task is: describe an organic reaction: reactants, conditions, products, and yield. This data is from the Open Reaction Database (ORD), a public repository of structured organic reaction records. Starting materials: N(=NC(=O)OCC)C(=O)OCC (Diethyl azodicarboxylate), C(C)OC(=O)C1CCC(CC1)O (4-Hydroxycyclohexanecarboxylic acid ethyl ester), C1(=CC=CC=C1)P(C1=CC=CC=C1)C1=CC=CC=C1 (triphenylphosphine), FC1=C(C(=CC=C1)F)O (2,6-difluorophenol). Reaction conditions: temperature 0 celsius, time 16 hour. The yield is 33.5%. The product is C(C)OC(=O)C1CCC(CC1)OC1=C(C=CC=C1F)F (4-(2,6-Difluorophenoxy)cyclohexanecarboxylic Acid Ethyl Ester). The solvent is C1(=CC=CC=C1)C (toluene). As a reaction SMILES: [CH2:1]([O:3][C:4]([CH:6]1[CH2:11][CH2:10][CH:9]([OH:12])[CH2:8][CH2:7]1)=[O:5])[CH3:2].C1(P(C2C=CC=CC=2)C2C=CC=CC=2)C=CC=CC=1.[F:32][C:33]1[CH:38]=[CH:37][CH:36]=[C:35]([F:39])[C:34]=1O.N(C(OCC)=O)=NC(OCC)=O>C1(C)C=CC=CC=1>[CH2:1]([O:3][C:4]([CH:6]1[CH2:11][CH2:10][CH:9]([O:12][C:34]2[C:33]([F:32])=[CH:38][CH:37]=[CH:36][C:35]=2[F:39])[CH2:8][CH2:7]1)=[O:5])[CH3:2]. Reported procedure: 4-Hydroxycyclohexanecarboxylic acid ethyl ester (300 mg; 1.7 mmol), triphenylphosphine (1 g; 4.2 mmol) and 2,6-difluorophenol (340 mg; 2.6 mmol) were stirred in anhydrous toluene and chilled to 0° C. under nitrogen flow. Diethyl azodicarboxylate (2 mL; 4.3 mmol) was added to the mixture over 1 minute and warmed to room temperature. Reaction continued for 16 hours. Reaction was quenched with water, and mixture was extracted with 4×5 mL with ethyl acetate. Combined organics were washed with brine ...